From a dataset of the Open Reaction Database (ORD), a public repository of structured organic reaction records. describe an organic reaction: reactants, conditions, products, and yield Reactants: BrC1=CC=C(CC=2N(C=C(N2)C2=C(C=C(C=C2)Cl)Cl)C2=CC=C(C=C2)N2CC(NS2(=O)=O)=O)C=C1 (5-{-4-[2-(4-bromo-benzyl)-4-(2,4-dichloro-phenyl)-imidazol-1-yl]-phenyl}-1,2,5-thiadiazolidine-3-one-1,1-dioxide), C(C)(C)C=1C=C(C=CC1)B(O)O (3-isopropylphenyl boronic acid). The product is ClC1=C(C=CC(=C1)Cl)C=1N=C(N(C1)C1=CC=C(C=C1)N1CC(NS1(=O)=O)=O)CC1=CC=C(C=C1)C1=CC(=CC=C1)C(C)C (5-{4-[4-(2,4-dichloro-phenyl)-2-(3′-isopropyl-biphenyl-4-ylmethyl)-imidazol-1-yl]-phenyl}-1,2,5-thiadiazolidine-3-one-1,1-dioxide). Reaction SMILES: Br[C:2]1[CH:35]=[CH:34][C:5]([CH2:6][C:7]2[N:8]([C:20]3[CH:25]=[CH:24][C:23]([N:26]4[S:30](=[O:32])(=[O:31])[NH:29][C:28](=[O:33])[CH2:27]4)=[CH:22][CH:21]=3)[CH:9]=[C:10]([C:12]3[CH:17]=[CH:16][C:15]([Cl:18])=[CH:14][C:13]=3[Cl:19])[N:11]=2)=[CH:4][CH:3]=1.[CH:36]([C:39]1[CH:40]=[C:41](B(O)O)[CH:42]=[CH:43][CH:44]=1)([CH3:38])[CH3:37]>>[Cl:19][C:13]1[CH:14]=[C:15]([Cl:18])[CH:16]=[CH:17][C:12]=1[C:10]1[N:11]=[C:7]([CH2:6][C:5]2[CH:34]=[CH:35][C:2]([C:43]3[CH:42]=[CH:41][CH:40]=[C:39]([CH:36]([CH3:38])[CH3:37])[CH:44]=3)=[CH:3][CH:4]=2)[N:8]([C:20]2[CH:21]=[CH:22][C:23]([N:26]3[S:30](=[O:31])(=[O:32])[NH:29][C:28](=[O:33])[CH2:27]3)=[CH:24][CH:25]=2)[CH:9]=1. Procedure: 5-{-4-[2-(4-bromo-benzyl)-4-(2,4-dichloro-phenyl)-imidazol-1-yl]-phenyl}-1,2,5-thiadiazolidine-3-one-1,1-dioxide (100 mg, 0.17 mmol) was treated as described in general procedure G using 3-isopropylphenyl boronic acid to provide 5-{4-[4-(2,4-dichloro-phenyl)-2-(3′-isopropyl-biphenyl-4-ylmethyl)-imidazol-1-yl]-phenyl}-1,2,5-thiadiazolidine-3-one-1,1-dioxide.